From a dataset of the Open Reaction Database (ORD), a public repository of structured organic reaction records. describe an organic reaction: reactants, conditions, products, and yield The reactants are OC(CN1CCNCC1)CO (1-(2,3-dihydroxypropyl)piperazine), BrC=1SC=CN1 (2-bromo-1,3-thiazole). Run in O1CCOCC1 (dioxane). Yields the product S1C(=NC=C1)N1CCN(CC1)CC(CO)O (3-[4-(1,3-Thiazol-2-yl)piperazin-1-yl]propane-1,2-diol). Reaction SMILES: [OH:1][CH:2]([CH2:10][OH:11])[CH2:3][N:4]1[CH2:9][CH2:8][NH:7][CH2:6][CH2:5]1.Br[C:13]1[S:14][CH:15]=[CH:16][N:17]=1>O1CCOCC1>[S:14]1[CH:15]=[CH:16][N:17]=[C:13]1[N:7]1[CH2:8][CH2:9][N:4]([CH2:3][CH:2]([OH:1])[CH2:10][OH:11])[CH2:5][CH2:6]1. Procedure details: Grams 6.4 of 1-(2,3-dihydroxypropyl)piperazine and 3.3 g of 2-bromo-1,3-thiazole in 50 ml dioxane were refluxed for 24 hours. The reaction mixture was evaporated to dryness and the so obtained residue was purified on column eluting with chloroform:methanol (9:1). Grams 1.5 of 3-[4-(1,3-thiazol-2-yl)piperazin-1-yl] propane-1,2-diol which, by recrystallization from acetone, melted at 138°-139° C., were obtained. Reactants: O=C([O-])[O-], CCOC(C)=O, O=S(=O)(Cl)c1ccc(Cl)cc1, Cl, [K+], [K+], COC(=O)COc1ccc(CCN)cc1F, O. Yields the product COC(=O)COc1ccc(CCNS(=O)(=O)c2ccc(Cl)cc2)cc1F. As a reaction SMILES: [C:18](=[O:19])([O-:20])[O-:21].[CH3:36][CH2:37][O:38][C:39](=[O:40])[CH3:41].[Cl:25][c:26]1[cH:27][cH:28][c:29]([S:32](=[O:33])(=[O:34])[Cl:35])[cH:30][cH:31]1.[ClH:1].[K+:22].[K+:23].[NH2:2][CH2:3][CH2:4][c:5]1[cH:6][c:7]([F:17])[c:8]([O:9][CH2:10][C:11](=[O:12])[O:13][CH3:14])[cH:15][cH:16]1.[OH2:24]>>[NH:2]([CH2:3][CH2:4][c:5]1[cH:6][c:7]([F:17])[c:8]([O:9][CH2:10][C:11](=[O:12])[O:13][CH3:14])[cH:15][cH:16]1)[S:32]([c:29]1[cH:28][cH:27][c:26]([Cl:25])[cH:31][cH:30]1)(=[O:33])=[O:34]. The reactants are N1CCC(CC1)C1=NC=C2C(N1)=CC(=N2)C2=NC=CN=C2 (4-piperidyl-6-pyrazin-2-ylpyrrolo[3,2-d]pyrimidine), CCOC(=O)C (EtOAc), Cl (HCl). Run in CO (MeOH). Product: O.Cl.N1CCC(CC1)C1=NC=C2C(N1)=CC(=N2)C2=NC=CN=C2 (4-Piperidyl-6-pyrazin-2-ylpyrrolo[3,2-d]pyrimidine Hydrochloride Hydrate). Yield: 80.0%. RXN SMILES: [NH:1]1[CH2:6][CH2:5][CH:4]([C:7]2[NH:12][C:11]3=[CH:13][C:14]([C:16]4[CH:21]=[N:20][CH:19]=[CH:18][N:17]=4)=[N:15][C:10]3=[CH:9][N:8]=2)[CH2:3][CH2:2]1.CC[O:24]C(C)=O.[ClH:28]>CO>[OH2:24].[ClH:28].[NH:1]1[CH2:2][CH2:3][CH:4]([C:7]2[NH:12][C:11]3=[CH:13][C:14]([C:16]4[CH:21]=[N:20][CH:19]=[CH:18][N:17]=4)=[N:15][C:10]3=[CH:9][N:8]=2)[CH2:5][CH2:6]1 |f:4.5.6|. Procedure details: Using the method described in Example 30 by employing 2-(1-pyrrolidinylvinyl)pyrazine (freshly prepared before use) (2.39 g, 13.7 mmol), 4,6-dichloro-5-nitropyrimidine (Aldrich Chemical Company) (2.60 g, 13.7 mmol), N,N-diisopropylethyl amine (Aldrich Chemical Company) (2.4 mL, 13.7 mmol), piperidine (Aldrich Chemical Company) (2.2 mL, 21.9 mmol), NEt3 (Aldrich Chemical Company) (2.0 mL) and SnCl2 (41 mL of a 2M solution in DMF). The residue was purified by flash chromatography on silica gel wit... Reactants: C(C)(=O)NCC1=C(C(=CC(=C1)C(C)(C)C)S(=O)(=O)Cl)O (2-acetamidomethyl-6-chlorosulfonyl-4-(1,1-dimethylethyl)-phenol), C(C)N (ethylamine). Yields the product Cl.NCC1=C(C(=CC(=C1)C(C)(C)C)S(NCC)(=O)=O)O (2-Aminomethyl-4-(1,1-dimethylethyl)-6-ethylsulfamoylphenol hydrochloride). RXN SMILES: C([NH:4][CH2:5][C:6]1[CH:11]=[C:10]([C:12]([CH3:15])([CH3:14])[CH3:13])[CH:9]=[C:8]([S:16]([Cl:19])(=[O:18])=[O:17])[C:7]=1[OH:20])(=O)C.[CH2:21]([NH2:23])[CH3:22]>>[ClH:19].[NH2:4][CH2:5][C:6]1[CH:11]=[C:10]([C:12]([CH3:13])([CH3:14])[CH3:15])[CH:9]=[C:8]([S:16](=[O:17])(=[O:18])[NH:23][CH2:21][CH3:22])[C:7]=1[OH:20] |f:2.3|. Procedure: This compound is prepared analogously to Examples 11 c and 11 d from 2-acetamidomethyl-6-chlorosulfonyl-4-(1,1-dimethylethyl)-phenol and ethylamine.